This data is from the Open Reaction Database (ORD), a public repository of structured organic reaction records. The task is: describe an organic reaction: reactants, conditions, products, and yield Reactants: ClC1=CC2=C(C(C3=C(CC2)C=C(C=C3)OC)=O)C=C1 (2-chloro-8-methoxy-10,11-dihydrodibenzo[a,d]cyclohepten-5-one), C1(=C(C=CC=C1)N)N (phenylenediamine), P (phosphine), Na—O-tert-butylate. The reagents and catalysts are CC(=O)[O-].CC(=O)[O-].[Pd+2] (Pd(OAc)2). Run in C1(=CC=CC=C1)C (toluene), C(C)(C)(C)O (tert-BuOH). Yields the product NC1=C(C=CC=C1)NC1=CC2=C(C(C3=C(CC2)C=C(C=C3)OC)=O)C=C1 (2-(2-Aminophenylamino)-8-methoxy-10,11-dihydrodibenzo[a,d]cyclohepten-5-one). Yield: 35.0%. Reaction SMILES: Cl[C:2]1[CH:19]=[CH:18][C:5]2[C:6](=[O:17])[C:7]3[CH:14]=[CH:13][C:12]([O:15][CH3:16])=[CH:11][C:8]=3[CH2:9][CH2:10][C:4]=2[CH:3]=1.[C:20]1([NH2:27])[CH:25]=[CH:24][CH:23]=[CH:22][C:21]=1[NH2:26].P>C1(C)C=CC=CC=1.C(O)(C)(C)C.CC([O-])=O.CC([O-])=O.[Pd+2]>[NH2:26][C:21]1[CH:22]=[CH:23][CH:24]=[CH:25][C:20]=1[NH:27][C:2]1[CH:19]=[CH:18][C:5]2[C:6](=[O:17])[C:7]3[CH:14]=[CH:13][C:12]([O:15][CH3:16])=[CH:11][C:8]=3[CH2:9][CH2:10][C:4]=2[CH:3]=1 |f:5.6.7|. Reported procedure: In accordance with general method O, 0.48 g (1.8 mmol) of 2-chloro-8-methoxy-10,11-dihydrodibenzo[a,d]cyclohepten-5-one, 1.05 g (9.7 mmol) of phenylenediamine, 0.04 g of Pd(OAc)2, 0.20 g of phosphine ligand and 1.65 g (17 mmol) of Na—O-tert-butylate are reacted in 10 ml of toluene and 2 ml of tert-BuOH. Purification is carried out by column chromatography (flash; SiO2; hexane 80%/ethyl acetate 20%). Yield: 35%; m.p.: 200° C. Reactants: O=C(CC[C@H]1[C@H](CN(CC1)CCSC=1SC=CC1)C(=O)OC)C1=CC=NC2=CC=C(C=C12)OC (methyl (3R,4R)-4-[3-oxo-3-(6-methoxyquinolin-4-yl)propyl]-1-[2-(2-thienylsulfanyl)-ethyl]piperidine-3-carboxylate), [OH-].[Na+] (sodium hydroxide). Solvent: Cl (hydrochloric acid). Run at temperature 20 celsius, time 5 hour. Product: O=C(CC[C@H]1[C@H](CN(CC1)CCSC=1SC=CC1)C(=O)O)C1=CC=NC2=CC=C(C=C12)OC ((3R,4R)-4-[3-oxo-3-(6-methoxyquinolin-4-yl)propyl]-1-[2-(2-thienylsulfanyl)ethyl]piperidine-3-carboxylic acid). The yield is 95.7%. As a reaction SMILES: [O:1]=[C:2]([C:23]1[C:32]2[C:27](=[CH:28][CH:29]=[C:30]([O:33][CH3:34])[CH:31]=2)[N:26]=[CH:25][CH:24]=1)[CH2:3][CH2:4][C@@H:5]1[CH2:10][CH2:9][N:8]([CH2:11][CH2:12][S:13][C:14]2[S:15][CH:16]=[CH:17][CH:18]=2)[CH2:7][C@@H:6]1[C:19]([O:21]C)=[O:20].[OH-].[Na+]>Cl>[O:1]=[C:2]([C:23]1[C:32]2[C:27](=[CH:28][CH:29]=[C:30]([O:33][CH3:34])[CH:31]=2)[N:26]=[CH:25][CH:24]=1)[CH2:3][CH2:4][C@@H:5]1[CH2:10][CH2:9][N:8]([CH2:11][CH2:12][S:13][C:14]2[S:15][CH:16]=[CH:17][CH:18]=2)[CH2:7][C@@H:6]1[C:19]([OH:21])=[O:20] |f:1.2|. Procedure details: A mixture of 0.43 g of methyl (3R,4R)-4-[3-oxo-3-(6-methoxyquinolin-4-yl)propyl]-1-[2-(2-thienylsulfanyl)-ethyl]piperidine-3-carboxylate in 5 cm3 of 5N hydrochloric acid is brought to a temperature in the region of 80° C. with stirring and under an inert atmosphere for 5 hours. After cooling to around 20° C., the reaction medium is neutralized with 4.7 cm3 of 5N sodium hydroxide until a pH of 6 is obtained, and is then extracted with 30 cm3 of dichloromethane. The organic phase is dried over mag... Product: FC1=CC2=C(C=3N(CCO2)C(=C(N3)C(=O)N)CC=3N(N=CC3)C)C=C1C#CC(C)(C)O (9-fluoro-10-(3-hydroxy-3-methyl-but-1-ynyl)-3-[(2-methylpyrazol-3-yl)methyl]-5,6-dihydroimidazo[1,2-d][1,4]benzoxazepine-2-carboxamide). The solvent is CN(C)C=O (DMF). RXN SMILES: Br[C:2]1[C:3]([F:26])=[CH:4][C:5]2[O:11][CH2:10][CH2:9][N:8]3[C:12]([CH2:18][C:19]4[N:20]([CH3:24])[N:21]=[CH:22][CH:23]=4)=[C:13]([C:15]([NH2:17])=[O:16])[N:14]=[C:7]3[C:6]=2[CH:25]=1.[CH3:27][C:28]([OH:32])([CH3:31])[C:29]#[CH:30].C(NC(C)C)(C)C>CN(C=O)C>[F:26][C:3]1[C:2]([C:30]#[C:29][C:28]([OH:32])([CH3:31])[CH3:27])=[CH:25][C:6]2[C:7]3[N:8]([C:12]([CH2:18][C:19]4[N:20]([CH3:24])[N:21]=[CH:22][CH:23]=4)=[C:13]([C:15]([NH2:17])=[O:16])[N:14]=3)[CH2:9][CH2:10][O:11][C:5]=2[CH:4]=1. The reactants are BrC=1C(=CC2=C(C=3N(CCO2)C(=C(N3)C(=O)N)CC=3N(N=CC3)C)C1)F (10-bromo-9-fluoro-3-[(2-methylpyrazol-3-yl)methyl]-5,6-dihydroimidazo[1,2-d][1,4]benzoxazepine-2-carboxamide), CC(C#C)(C)O (3-methyl-1-butyne-3-ol), C(C)(C)NC(C)C (diisopropylamine). Reported procedure: 9-fluoro-10-(3-hydroxy-3-methyl-but-1-ynyl)-3-[(2-methylpyrazol-3-yl)methyl]-5,6-dihydroimidazo[1,2-d][1,4]benzoxazepine-2-carboxamide was prepared similarly according to General Procedure E with slight modification. 10-bromo-9-fluoro-3-[(2-methylpyrazol-3-yl)methyl]-5,6-dihydroimidazo[1,2-d][1,4]benzoxazepine-2-carboxamide was reacted with 3-methyl-1-butyne-3-ol in a solution of DMF (1.3 mL/mmol) and diisopropylamine (2.6 mL/mmol) to afford 2.5 mg (23% yield). M+1=424.2. The yield is 23.0%. Starting materials: Cc1cc(CO)cnc1C, ClCCl, O=[Mn]=O. The product is Cc1cc(C=O)cnc1C. As a reaction SMILES: [CH3:1][c:2]1[cH:3][c:4]([CH2:9][OH:10])[cH:5][n:6][c:7]1[CH3:8].[Cl:11][CH2:12][Cl:13].[O:14]=[Mn:15]=[O:16]>>[CH3:1][c:2]1[cH:3][c:4]([CH:9]=[O:10])[cH:5][n:6][c:7]1[CH3:8]. The reactants are BrCC1=C(C(=O)OCC)C=CN=C1Cl (ethyl 3-(bromomethyl)-2-chloroisonicotinate), ClC=1C=C(C=NC1OCC(C)(F)F)CN ((5-chloro-6-(2,2-difluoropropoxy)pyridin-3-yl)methanamine). Product: ClC1=NC=CC2=C1CN(C2=O)CC=2C=NC(=C(C2)Cl)OCC(C)(F)F (4-chloro-2-((5-chloro-6-(2,2-difluoropropoxy)pyridin-3-yl)methyl)-2,3-dihydro-1H-pyrrolo[3,4-c]pyridin-1-one). The yield is 77.0%. RXN SMILES: Br[CH2:2][C:3]1[C:13]([Cl:14])=[N:12][CH:11]=[CH:10][C:4]=1[C:5]([O:7]CC)=O.[Cl:15][C:16]1[CH:17]=[C:18]([CH2:28][NH2:29])[CH:19]=[N:20][C:21]=1[O:22][CH2:23][C:24]([F:27])([F:26])[CH3:25]>>[Cl:14][C:13]1[C:3]2[CH2:2][N:29]([CH2:28][C:18]3[CH:19]=[N:20][C:21]([O:22][CH2:23][C:24]([F:26])([F:27])[CH3:25])=[C:16]([Cl:15])[CH:17]=3)[C:5](=[O:7])[C:4]=2[CH:10]=[CH:11][N:12]=1. Procedure details: The title compound is prepared in 77% yield (925 mg, pale yellow solid) from ethyl 3-(bromomethyl)-2-chloroisonicotinate (945 mg, 3.39 mmol, Step-1 of Intermediate-1) and (5-chloro-6-(2,2-difluoropropoxy)pyridin-3-yl)methanamine (730 mg, 3.08 mmol, Amine-86) in a similar manner to Intermediate-2. Reactants: ClC1=C(C=CC=C1)C1=C(C=NC=C1)NCCS(=O)(=O)C ([4-(2-chloro-phenyl)-pyridin-3-yl]-(2-methanesulfonyl-ethyl)-amine), FC(C=1C=C(C(=O)Cl)C=C(C1)C(F)(F)F)(F)F (3,5-bis(trifluoromethyl)benzoyl chloride). Run in CCCCCCC.CCOC(=O)C (n-heptane EtOAc). Yields the product ClC1=C(C=CC=C1)C1=C(C=NC=C1)N(C(C1=CC(=CC(=C1)C(F)(F)F)C(F)(F)F)=O)CCS(=O)(=O)C (N-[4-(2-Chloro-phenyl)-pyridin-3-yl]-N-(2-methanesulfonyl-ethyl)-3,5-bis-trifluoromethyl-benzamide). As a reaction SMILES: [Cl:1][C:2]1[CH:7]=[CH:6][CH:5]=[CH:4][C:3]=1[C:8]1[CH:13]=[CH:12][N:11]=[CH:10][C:9]=1[NH:14][CH2:15][CH2:16][S:17]([CH3:20])(=[O:19])=[O:18].[F:21][C:22]([F:37])([F:36])[C:23]1[CH:24]=[C:25]([CH:29]=[C:30]([C:32]([F:35])([F:34])[F:33])[CH:31]=1)[C:26](Cl)=[O:27]>CCCCCCC.CCOC(C)=O>[Cl:1][C:2]1[CH:7]=[CH:6][CH:5]=[CH:4][C:3]=1[C:8]1[CH:13]=[CH:12][N:11]=[CH:10][C:9]=1[N:14]([CH2:15][CH2:16][S:17]([CH3:20])(=[O:19])=[O:18])[C:26](=[O:27])[C:25]1[CH:29]=[C:30]([C:32]([F:33])([F:34])[F:35])[CH:31]=[C:23]([C:22]([F:21])([F:36])[F:37])[CH:24]=1 |f:2.3|. Procedure: The title compound was prepared in analogy to example 72, intermediate, from [4-(2-chloro-phenyl)-pyridin-3-yl]-(2-methanesulfonyl-ethyl)-amine and 3,5-bis(trifluoromethyl)benzoyl chloride (CAS RN 1271-19-8) and using a gradient of n-heptane:EtOAc (100:0 to 0:100) for the chromatographic purification. Light yellow foam (36%). MS (ESI): m/z=551.06 [M+H]+. Reactants: CC(=O)O (AcOH), N1CCC(CC1)NC(OC(C)(C)C)=O (tert-butyl piperidin-4-ylcarbamate), C(C)(C)N(C)C1=C(C=O)C=CC=C1 (2-(N-isopropyl-N-methylamino)benzaldehyde), [BH-](OC(=O)C)(OC(=O)C)OC(=O)C.[Na+] (Na(OAc)3BH). Run in C(Cl)Cl (CH2Cl2). Reaction conditions: time 3 hour. Product: C(C)(C)N(C)C1=C(CN2CCC(CC2)NC(OC(C)(C)C)=O)C=CC=C1 (tert-Butyl 1-(2-(N-isopropyl-N-methylamino)benzyl)piperidin-4-ylcarbamate). Reaction SMILES: [NH:1]1[CH2:6][CH2:5][CH:4]([NH:7][C:8](=[O:14])[O:9][C:10]([CH3:13])([CH3:12])[CH3:11])[CH2:3][CH2:2]1.[CH:15]([N:18]([C:20]1[CH:27]=[CH:26][CH:25]=[CH:24][C:21]=1[CH:22]=O)[CH3:19])([CH3:17])[CH3:16].[BH-](OC(C)=O)(OC(C)=O)OC(C)=O.[Na+].CC(O)=O>C(Cl)Cl>[CH:15]([N:18]([C:20]1[CH:27]=[CH:26][CH:25]=[CH:24][C:21]=1[CH2:22][N:1]1[CH2:2][CH2:3][CH:4]([NH:7][C:8](=[O:14])[O:9][C:10]([CH3:11])([CH3:13])[CH3:12])[CH2:5][CH2:6]1)[CH3:19])([CH3:17])[CH3:16] |f:2.3|. Procedure details: To a solution of tert-butyl piperidin-4-ylcarbamate (262 mg, 1.31 mmol) (Aldrich) and 2-(N-isopropyl-N-methylamino)benzaldehyde (150 mg, 0.85 mmol) in CH2Cl2 (6 mL) was added Na(OAc)3BH (288 mg, 1.36 mmol) followed by AcOH (0.1 mL). This mixture was stirred for 3 h at RT. The reaction was quenched by adding 2M NaOH—H2O (5 mL) and stirred for 5 min. The mixture was then extracted with CH2Cl2 (2×25 mL), and the organic layer was washed with brine, and dried, and the solvent was removed. The crude ... Reactants: O[C@@H]1CC2=CC[C@H]3[C@@H]4CCC([C@@]4(C)CC[C@@H]3[C@]2(CC1)C)=O (3β-hydroxyandrost-5-en-17-one), C1=CC(=CC(=C1)Cl)C(=O)OO (mCPBA), [O-]S(=O)[O-].[Na+].[Na+] (Na2SO3), C(=O)(O)[O-].[Na+] (NaHCO3). Run in C(Cl)Cl (CH2Cl2), C(Cl)Cl (CH2Cl2). Run at time 0.5 hour. Product: O1[C@]23[C@@H]1C[C@H]1[C@@H]4CCC([C@@]4(C)CC[C@@H]1[C@]3(CCCC2)C)=O (5α,6α-epoxyandrostan-17-one), O1[C@@]23[C@H]1C[C@H]1[C@@H]4CCC([C@@]4(C)CC[C@@H]1[C@]3(CCCC2)C)=O (5β,6β-epoxyandrostan-17-one). As a reaction SMILES: O[C@H:2]1[CH2:19][CH2:18][C@@:17]2([CH3:20])[C:4](=[CH:5][CH2:6][C@@H:7]3[C@@H:16]2[CH2:15][CH2:14][C@@:12]2([CH3:13])[C@H:8]3[CH2:9][CH2:10][C:11]2=[O:21])[CH2:3]1.C1C=C(Cl)C=C(C(OO)=[O:30])C=1.[O-:33]S([O-])=O.[Na+].[Na+].C([O-])(O)=O.[Na+]>C(Cl)Cl>[O:30]1[C@H:5]2[CH2:6][C@@H:7]3[C@@H:16]([C@@:17]4([CH3:20])[CH2:18][CH2:19][CH2:2][CH2:3][C@:4]124)[CH2:15][CH2:14][C@@:12]1([CH3:13])[C@H:8]3[CH2:9][CH2:10][C:11]1=[O:21].[O:33]1[C@@H:5]2[CH2:6][C@@H:7]3[C@@H:16]([C@@:17]4([CH3:20])[CH2:18][CH2:19][CH2:2][CH2:3][C@@:4]124)[CH2:15][CH2:14][C@@:12]1([CH3:13])[C@H:8]3[CH2:9][CH2:10][C:11]1=[O:21] |f:2.3.4,5.6|. Procedure: To a stirred solution of 3β-hydroxyandrost-5-en-17-one (0.81 g) in CH2Cl2 (7.4 mL) cooled at 0° C., a solution of mCPBA (0.77 mg) in CH2Cl2 (14 mL) was added dropwise. After 0.5 h at 0° C. and 0.5 h at room temperature, a 10% Na2SO3 aqueous solution was added. The mixture was neutralized by addition of 5% aqueous NaHCO3 solution and extracted with CH2Cl2 (3×100 mL). The combined organic extracts were washed with H2O, dried over Na2SO4, and evaporated to dryness to give 5α,6α-epoxyandrostan-17-on...